describe an organic reaction: reactants, conditions, products, and yield From a dataset of the Open Reaction Database (ORD), a public repository of structured organic reaction records. The reactants are [N+](=[N-])=C (diazomethane), C(C1=CC=CC=C1)OC([C@H](NC(=O)OCC1=CC=C(C=C1)OC)CO)=O (N-p-methoxybenzyloxycarbonyl-D-serine benzyl ester), B(F)(F)F.CCOCC (Boron trifluoride etherate), C(=O)=O.CC(=O)C (dry ice acetone). Solvent: ClCCl (dichloromethane). The product is C(C1=CC=CC=C1)OC([C@H](NC(=O)OCC1=CC=C(C=C1)OC)COC)=O (N-p-Methoxybenzyloxycarbonyl-O-methyl-D-serine benzyl ester). Isolated yield 70.0%. As a reaction SMILES: [CH2:1]([O:8][C:9](=[O:26])[C@@H:10]([CH2:24][OH:25])[NH:11][C:12]([O:14][CH2:15][C:16]1[CH:21]=[CH:20][C:19]([O:22][CH3:23])=[CH:18][CH:17]=1)=[O:13])[C:2]1[CH:7]=[CH:6][CH:5]=[CH:4][CH:3]=1.[C:27](=O)=O.CC(C)=O.B(F)(F)F.CCOCC.[N+](=C)=[N-]>ClCCl>[CH2:1]([O:8][C:9](=[O:26])[C@@H:10]([CH2:24][O:25][CH3:27])[NH:11][C:12]([O:14][CH2:15][C:16]1[CH:21]=[CH:20][C:19]([O:22][CH3:23])=[CH:18][CH:17]=1)=[O:13])[C:2]1[CH:7]=[CH:6][CH:5]=[CH:4][CH:3]=1 |f:1.2,3.4|. Procedure: The N-p-methoxybenzyloxycarbonyl-D-serine benzyl ester (720 mg, 2.00 mmol) is dissolved in dry dichloromethane (20 ml) and the solution cooled to dry ice/acetone. Boron trifluoride etherate (100 μl) is added followed by the portionwise addition of diazomethane (30 mmol in 20 ml CH2Cl2). After about 30 minutes the solution is filtered and washed once with water (10 ml), then dried (MgSO4) and evaporated to dryness. The resulting residue is chromatographed on silica gel using chloroform as eluant ... The reactants are COCC(C)OCC(O[Si](C)(C)C(C)(C)C)C(=O)OC, O=C([O-])C(O)C(O)C(=O)[O-], C[Al](C)C, Cc1ccccc1, CCOC(C)=O, Cc1cnc(N)cn1, [K+], [Na+]. Yields the product COCC(C)OCC(O[Si](C)(C)C(C)(C)C)C(=O)Nc1cnc(C)cn1. Reaction SMILES: [C:13]([CH3:14])([CH3:15])([CH3:16])[Si:17]([O:18][CH:19]([C:20](=[O:21])[O:22][CH3:23])[CH2:24][O:25][CH:26]([CH2:27][O:28][CH3:29])[CH3:30])([CH3:31])[CH3:32].[C:33]([CH:34]([CH:35]([C:36]([O-:37])=[O:38])[OH:39])[OH:40])([O-:41])=[O:42].[CH3:1][Al:2]([CH3:3])[CH3:4].[CH3:45][c:46]1[cH:47][cH:48][cH:49][cH:50][cH:51]1.[CH3:52][CH2:53][O:54][C:55](=[O:56])[CH3:57].[CH3:5][c:6]1[n:7][cH:8][c:9]([NH2:12])[n:10][cH:11]1.[K+:43].[Na+:44]>>[CH3:5][c:6]1[n:7][cH:8][c:9]([NH:12][C:20]([CH:19]([O:18][Si:17]([C:13]([CH3:14])([CH3:15])[CH3:16])([CH3:31])[CH3:32])[CH2:24][O:25][CH:26]([CH2:27][O:28][CH3:29])[CH3:30])=[O:21])[n:10][cH:11]1.